From a dataset of the Open Reaction Database (ORD), a public repository of structured organic reaction records. describe an organic reaction: reactants, conditions, products, and yield Starting materials: BrCC1=CC(NC2=CC=C(C=C12)C1=C(C=CC=C1)OC)(C)C (4-bromomethyl-6-(2-methoxyphenyl)-2,2-dimethyl-1,2-dihydroquinoline), C([O-])([O-])=O.[K+].[K+] (potassium carbonate), NC1=CC=CC=C1 (aniline). Solvent: CS(=O)C (DMSO). Reaction conditions: time 8 hour. Yields the product COC1=C(C=CC=C1)C=1C=C2C(=CC(NC2=CC1)(C)C)CNC1=CC=CC=C1 ([6-(2-methoxyphenyl)-2,2-dimethyl-1,2-dihydroquinolin-4-ylmethyl]phenylamine). As a reaction SMILES: Br[CH2:2][C:3]1[C:12]2[C:7](=[CH:8][CH:9]=[C:10]([C:13]3[CH:18]=[CH:17][CH:16]=[CH:15][C:14]=3[O:19][CH3:20])[CH:11]=2)[NH:6][C:5]([CH3:22])([CH3:21])[CH:4]=1.C(=O)([O-])[O-].[K+].[K+].[NH2:29][C:30]1[CH:35]=[CH:34][CH:33]=[CH:32][CH:31]=1>CS(C)=O>[CH3:20][O:19][C:14]1[CH:15]=[CH:16][CH:17]=[CH:18][C:13]=1[C:10]1[CH:11]=[C:12]2[C:7](=[CH:8][CH:9]=1)[NH:6][C:5]([CH3:22])([CH3:21])[CH:4]=[C:3]2[CH2:2][NH:29][C:30]1[CH:35]=[CH:34][CH:33]=[CH:32][CH:31]=1 |f:1.2.3|. Procedure: A solution of 60 mg of 4-bromomethyl-6-(2-methoxyphenyl)-2,2-dimethyl-1,2-dihydroquinoline in 1 mL of DMSO was treated with 46 mg of potassium carbonate and 17 μL of aniline at room temperature. The resulting mixture was stirred at room temperature overnight. Then the mixture was quenched with water and the product was extracted into EtOAc. The organic layer was washed with water and brine, dried over magnesium sulfate, filtered, and concentrated in vacuo. The residue was purified by flash chrom... Starting materials: C1=C(C=CC=2C3=CC=CC=C3CC12)C=O (2-Fluorenecarboxaldehyde), NC1=CC=2CC3=CC(=CC=C3C2C=C1)N (2,7-diaminofluorene), C(=O)(C(F)(F)F)O (TFA). Run in C(C)(C)O (isopropanol). Conditions: time 12 hour. Yields the product C1=C(C=CC=2C3=CC=CC=C3CC12)C=NC1=CC=2CC3=CC(=CC=C3C2C=C1)N (N2-((9H-fluoren-2-yl)methylene)-9H-fluorene-2,7-diamine). As a reaction SMILES: [CH:1]1[C:13]2[CH2:12][C:11]3[C:6](=[CH:7][CH:8]=[CH:9][CH:10]=3)[C:5]=2[CH:4]=[CH:3][C:2]=1[CH:14]=O.[NH2:16][C:17]1[CH:29]=[CH:28][C:27]2[C:26]3[C:21](=[CH:22][C:23]([NH2:30])=[CH:24][CH:25]=3)[CH2:20][C:19]=2[CH:18]=1.C(O)(C(F)(F)F)=O>C(O)(C)C>[CH:1]1[C:13]2[CH2:12][C:11]3[C:6](=[CH:7][CH:8]=[CH:9][CH:10]=3)[C:5]=2[CH:4]=[CH:3][C:2]=1[CH:14]=[N:16][C:17]1[CH:29]=[CH:28][C:27]2[C:26]3[C:21](=[CH:22][C:23]([NH2:30])=[CH:24][CH:25]=3)[CH2:20][C:19]=2[CH:18]=1. Reported procedure: 2-Fluorenecarboxaldehyde (49.5 mg, 0.25 mmol) was added to 2,7-diaminofluorene (50 mg, 0.25 mmol) in anhydrous isopropanol, under an N2 atmosphere and a catalytic amount of TFA. No heating was required. The reaction was run for 12 hours until a green precipitate was filtered, yielding 94.9 mg. of the title compound. The reactants are CN(C(=O)N1CCN(CC1)C1=CC(=CC(=C1)OC)OC)C=1C(=NC(=C(C1)C(C)=O)C)OC (1-[N-Methyl-N-(5-acetyl-2-methoxy-6-methylpyridin-3-yl)aminocarbonyl]-4-(3,5-dimethoxyphenyl)piperazine), C[Mg]Br (methyl magnesium bromide). The solvent is O1CCCC1 (tetrahydrofuran). Yields the product OC(C)(C)C=1C=C(C(=NC1C)OC)N(C(=O)N1CCN(CC1)C1=CC(=CC(=C1)OC)OC)C (1-{N-[5-(1-Hydroxy-1-methylethyl)-2-methoxy-6-methylpyridin-3-yl]-N-methylaminocarbonyl}-4-(3,5-dimethoxyphenyl)piperazine). Isolated yield 92.0%. Reaction SMILES: [CH3:1][N:2]([C:21]1[C:22]([O:31][CH3:32])=[N:23][C:24]([CH3:30])=[C:25]([C:27](=[O:29])[CH3:28])[CH:26]=1)[C:3]([N:5]1[CH2:10][CH2:9][N:8]([C:11]2[CH:16]=[C:15]([O:17][CH3:18])[CH:14]=[C:13]([O:19][CH3:20])[CH:12]=2)[CH2:7][CH2:6]1)=[O:4].[CH3:33][Mg]Br>O1CCCC1>[OH:29][C:27]([C:25]1[CH:26]=[C:21]([N:2]([CH3:1])[C:3]([N:5]2[CH2:6][CH2:7][N:8]([C:11]3[CH:12]=[C:13]([O:19][CH3:20])[CH:14]=[C:15]([O:17][CH3:18])[CH:16]=3)[CH2:9][CH2:10]2)=[O:4])[C:22]([O:31][CH3:32])=[N:23][C:24]=1[CH3:30])([CH3:33])[CH3:28]. Reported procedure: 1-[N-Methyl-N-(5-acetyl-2-methoxy-6-methylpyridin-3-yl)aminocarbonyl]-4-(3,5-dimethoxyphenyl)piperazine(221 mg, 0.5 mmol) was dissolved in tetrahydrofuran(10 ml) and thereto methyl magnesium bromide(0.50 ml, 1.50 mmol). The resulting mixture was refluxed for 15 hrs, concentrated under the reduced pressure to remove used solvent, extracted with ethylacetate, filtered to dryness, and purified by column chromatography(ethylacetate:hexane=1:2) to obtain the titled compound. Starting materials: ice water, BrCC(=O)OC (Methyl bromoacetate), [H-].[Na+] (sodium hydride), ClC=1C=C(OC=2C(=NNC2CC)CC)C=C(C1)Cl (4-(3,5-Dichlorophenoxy)-3,5-diethyl-1H-Pyrazole). Run in CN(C)C=O (N,N′-dimethylformamide). The product is COC(CN1N=C(C(=C1CC)OC1=CC(=CC(=C1)Cl)Cl)CC)=O (Methyl[4-(3,5-dichlorophenoxy)-3,5-diethyl-1H-pyrazol-1-yl]acetate). The yield is 23.9%. Reaction SMILES: Br[CH2:2][C:3]([O:5][CH3:6])=[O:4].[H-].[Na+].[Cl:9][C:10]1[CH:11]=[C:12]([CH:23]=[C:24]([Cl:26])[CH:25]=1)[O:13][C:14]1[C:15]([CH2:21][CH3:22])=[N:16][NH:17][C:18]=1[CH2:19][CH3:20]>CN(C=O)C>[CH3:6][O:5][C:3](=[O:4])[CH2:2][N:16]1[C:15]([CH2:21][CH3:22])=[C:14]([O:13][C:12]2[CH:23]=[C:24]([Cl:26])[CH:25]=[C:10]([Cl:9])[CH:11]=2)[C:18]([CH2:19][CH3:20])=[N:17]1 |f:1.2|. Reported procedure: Methyl bromoacetate (984 μL, 10 mmol) and then sodium hydride (60% dispersion in oil, 801 mg, 20.1 mmol) were added to a stirred solution of the pyrazole (2.6 g, 9.12 mmol) of Example 3 in dry N,N′-dimethylformamide (25 ml) at 0° C. under nitrogen. After stirring for 1 hour at 0° C. ice-water (100 ml) was added and the mixture was extracted with ether (3×50 ml). The combined ether layers were dried over magnesium sulphate, filtered and concentrated under reduced pressure. The residue was purifie...